From a dataset of the Open Reaction Database (ORD), a public repository of structured organic reaction records. describe an organic reaction: reactants, conditions, products, and yield The reactants are Cc1nc(C)c(-c2cn(CCC=O)c(=O)[nH]c2=O)s1, CC#N, FC(F)(F)c1ccc(C23CNCC2C3)cc1. Reaction SMILES: [CH3:17][c:18]1[s:19][c:20](-[c:24]2[c:25](=[O:35])[nH:26][c:27](=[O:34])[n:28]([CH2:30][CH2:31][CH:32]=[O:33])[cH:29]2)[c:21]([CH3:23])[n:22]1.[CH3:36][C:37]#[N:38].[F:1][C:2]([c:3]1[cH:4][cH:5][c:6]([C:9]23[CH2:10][NH:11][CH2:12][CH:13]2[CH2:14]3)[cH:7][cH:8]1)([F:15])[F:16]>>[F:1][C:2]([c:3]1[cH:4][cH:5][c:6]([C:9]23[CH2:10][N:11]([CH2:32][CH2:31][CH2:30][n:28]4[c:27](=[O:34])[nH:26][c:25](=[O:35])[c:24](-[c:20]5[s:19][c:18]([CH3:17])[n:22][c:21]5[CH3:23])[cH:29]4)[CH2:12][CH:13]2[CH2:14]3)[cH:7][cH:8]1)([F:15])[F:16]. Product: Cc1nc(C)c(-c2cn(CCCN3CC4CC4(c4ccc(C(F)(F)F)cc4)C3)c(=O)[nH]c2=O)s1. The reactants are ClCCl.CO (dichloromethane methanol), C(C)(C)C1=C(N)C(=CC=C1)C(C)C (2,6-diisopropylaniline), C[Al](C)C (trimethylaluminum), COC=1C=C(C#N)C=C(C1)C (3-methoxy-5-methylbenzonitrile). Run in C1(=CC=CC=C1)C (toluene), C1(=CC=CC=C1)C (toluene), CCCCCC (Hexane). Reaction conditions: time 2 hour. The product is C(C)(C)C1=C(C(=CC=C1)C(C)C)NC(C1=CC(=CC(=C1)C)OC)=N (N-(2,6-diisopropylphenyl)-3-methoxy-5-methylbenzimidamide). As a reaction SMILES: [CH:1]([C:4]1[CH:10]=[CH:9][CH:8]=[C:7]([CH:11]([CH3:13])[CH3:12])[C:5]=1[NH2:6])([CH3:3])[CH3:2].C[Al](C)C.[CH3:18][O:19][C:20]1[CH:21]=[C:22]([CH:25]=[C:26]([CH3:28])[CH:27]=1)[C:23]#[N:24].ClCCl.CO>C1(C)C=CC=CC=1.CCCCCC>[CH:11]([C:7]1[CH:8]=[CH:9][CH:10]=[C:4]([CH:1]([CH3:3])[CH3:2])[C:5]=1[NH:6][C:23](=[NH:24])[C:22]1[CH:25]=[C:26]([CH3:28])[CH:27]=[C:20]([O:19][CH3:18])[CH:21]=1)([CH3:13])[CH3:12] |f:3.4|. Reported procedure: To a 500 mL 3-neck round bottom flask was added 2,6-diisopropylaniline (4.82 g, 27.2 mmol) and 100 mL toluene. The solution was cooled in an ice bath under nitrogen and trimethylaluminum (2.0 M in toluene, 19 mL, 38.1 mmol) was added dropwise via dropping funnel. The reaction mixture was stirred at room temperature for 2 hours. Next, 3-methoxy-5-methylbenzonitrile (5.20 g, 35.3 mmol) in 50 mL toluene was added and the reaction mixture was heated to 70° C. overnight under nitrogen. The reaction m... Starting materials: ClCC1=CC(=NC=C1)C#CC1=CC(=C(C(=C1)OC)OC)OC (4-Chloromethyl-2-(3,4,5-Trimethoxyphenylethynyl)-pyridine), N1CCNCC1 (piperazine). Yields the product COC=1C=C(C=C(C1OC)OC)C#CC1=NC=CC(=C1)CN1CCN(CC1)CC1=CC(=NC=C1)C#CC1=CC(=C(C(=C1)OC)OC)OC (N,N′-bis[[2-(3,4,5-Trimethoxyphenylethynyl)-pyridin-4-yl]m ethyl]piperazine). Reaction SMILES: Cl[CH2:2][C:3]1[CH:8]=[CH:7][N:6]=[C:5]([C:9]#[C:10][C:11]2[CH:16]=[C:15]([O:17][CH3:18])[C:14]([O:19][CH3:20])=[C:13]([O:21][CH3:22])[CH:12]=2)[CH:4]=1.[NH:23]1[CH2:28][CH2:27][NH:26][CH2:25][CH2:24]1>>[CH3:22][O:21][C:13]1[CH:12]=[C:11]([C:10]#[C:9][C:5]2[CH:4]=[C:3]([CH2:2][N:23]3[CH2:28][CH2:27][N:26]([CH2:2][C:3]4[CH:8]=[CH:7][N:6]=[C:5]([C:9]#[C:10][C:11]5[CH:16]=[C:15]([O:17][CH3:18])[C:14]([O:19][CH3:20])=[C:13]([O:21][CH3:22])[CH:12]=5)[CH:4]=4)[CH2:25][CH2:24]3)[CH:8]=[CH:7][N:6]=2)[CH:16]=[C:15]([O:17][CH3:18])[C:14]=1[O:19][CH3:20]. Procedure: 4-Chloromethyl-2-(3,4,5-Trimethoxyphenylethynyl)-pyridine (254 mg) and piperazine (31 mg) were reacted in the same manner in Example 1 to obtain the title compound as a free base. Reactants: C(C)(C)(C)C=1N(C2=C(C(=C(C=C2C1)Br)Cl)CBr)C(=O)O (tert-butyl 5-bromo-7-(bromomethyl)-6-chloro-1H-indole-1-carboxylic acid), C[N+]1(CCOCC1)[O-] (4-methyl morpholine-4-oxide). Solvent: C(C)#N (acetonitrile). Run at temperature 50 celsius, time 7 hour. The product is C(C)(C)(C)C=1N(C2=C(C(=C(C=C2C1)Br)Cl)C=O)C(=O)O (tert-butyl 5-bromo-6-chloro-7-formyl 1H-indole-1-carboxylic acid). Isolated yield 47.6%. Reaction SMILES: [C:1]([C:5]1[N:6]([C:18]([OH:20])=[O:19])[C:7]2[C:12]([CH:13]=1)=[CH:11][C:10]([Br:14])=[C:9]([Cl:15])[C:8]=2[CH2:16]Br)([CH3:4])([CH3:3])[CH3:2].C[N+]1([O-])CC[O:25]CC1>C(#N)C>[C:1]([C:5]1[N:6]([C:18]([OH:20])=[O:19])[C:7]2[C:12]([CH:13]=1)=[CH:11][C:10]([Br:14])=[C:9]([Cl:15])[C:8]=2[CH:16]=[O:25])([CH3:4])([CH3:3])[CH3:2]. Procedure details: To a mixture of tert-butyl 5-bromo-7-(bromomethyl)-6-chloro-1H-indole-1-carboxylic acid (7.2 g) and acetonitrile (50 mL) was added 4-methyl morpholine-4-oxide (2.7 g) at room temperature. The reaction mixture was stirred at 50° C. for 7 hours and then at 70° C. overnight. The reaction mixture was concentrated under reduced pressure, ethyl acetate and water were added thereto, and a liquid-separation operation was carried out. The organic layer was washed with saturated brine, dried over anhydrou... The reactants are C(C)(C)(C)C1=CC=C(C=C1)C(C)=NO (1-(4-tert-butyl-phenyl)-ethanone oxime), COC(CC1=CC=C(C=C1)OCCCBr)=O ([4-(3-bromo-propoxy)-phenyl]-acetic acid methyl ester). Product: COC(CC1=CC=C(C=C1)OCCCON=CC1=CC=C(C=C1)C(C)(C)C)=O ({4-[3-(4-tert-Butyl-benzylideneaminooxy)-propoxy]-phenyl}-acetic acid methyl ester). Reaction SMILES: [C:1]([C:5]1[CH:10]=[CH:9][C:8]([C:11](=[N:13][OH:14])C)=[CH:7][CH:6]=1)([CH3:4])([CH3:3])[CH3:2].[CH3:15][O:16][C:17](=[O:30])[CH2:18][C:19]1[CH:24]=[CH:23][C:22]([O:25][CH2:26][CH2:27][CH2:28]Br)=[CH:21][CH:20]=1>>[CH3:15][O:16][C:17](=[O:30])[CH2:18][C:19]1[CH:24]=[CH:23][C:22]([O:25][CH2:26][CH2:27][CH2:28][O:14][N:13]=[CH:11][C:8]2[CH:7]=[CH:6][C:5]([C:1]([CH3:2])([CH3:3])[CH3:4])=[CH:10][CH:9]=2)=[CH:21][CH:20]=1. Procedure: {4-[3-(4-tert-Butyl-benzylideneaminooxy)-propoxy]-phenyl}-acetic acid methyl ester was prepared from 1-(4-tert-butyl-phenyl)-ethanone oxime and [4-(3-bromo-propoxy)-phenyl]-acetic acid methyl ester using a procedure similar to step 2 of example 1. It was used crude in the subsequent reaction. 1H NMR (300 MHz, CDCl3); δ 8.07 (s, 1H), 7.52 (d, 2H), 7.40 (d, 2H), 7.20 (d, 2H), 6.88 (d, 2H), 4.35 (t, 2H), 4.10 (t, 2H), 3.70 (s, 3H), 3.58 (s, 2H), 2.21 (m, 2H), 1.34 (s, 9H). Reactants: CC(C)=CCCC(C)=CCCC(C)=CCCC(C)=CCCC(C)=CCCC(C)=CCCC(C)=CCCC(C)=CCCC(C)=CCCl, [H-], NCCS, [Na+], C1CCOC1, C1COCCOCCOCCOCCOCCO1, O. The product is CC(C)=CCCC(C)=CCCC(C)=CCCC(C)=CCCC(C)=CCCC(C)=CCCC(C)=CCCC(C)=CCCC(C)=CCSCCN. RXN SMILES: [Cl:25][CH2:26][CH:27]=[C:28]([CH2:29][CH2:30][CH:31]=[C:32]([CH2:33][CH2:34][CH:35]=[C:36]([CH2:37][CH2:38][CH:39]=[C:40]([CH2:41][CH2:42][CH:43]=[C:44]([CH2:45][CH2:46][CH:47]=[C:48]([CH2:49][CH2:50][CH:51]=[C:52]([CH2:53][CH2:54][CH:55]=[C:56]([CH2:57][CH2:58][CH:59]=[C:60]([CH3:61])[CH3:62])[CH3:63])[CH3:64])[CH3:65])[CH3:66])[CH3:67])[CH3:68])[CH3:69])[CH3:70].[H-:1].[NH2:3][CH2:4][CH2:5][SH:6].[Na+:2].[O:71]1[CH2:72][CH2:73][CH2:74][CH2:75]1.[O:7]1[CH2:8][CH2:9][O:10][CH2:11][CH2:12][O:13][CH2:14][CH2:15][O:16][CH2:17][CH2:18][O:19][CH2:20][CH2:21][O:22][CH2:23][CH2:24]1.[OH2:76]>>[NH2:3][CH2:4][CH2:5][S:6][CH2:26][CH:27]=[C:28]([CH2:29][CH2:30][CH:31]=[C:32]([CH2:33][CH2:34][CH:35]=[C:36]([CH2:37][CH2:38][CH:39]=[C:40]([CH2:41][CH2:42][CH:43]=[C:44]([CH2:45][CH2:46][CH:47]=[C:48]([CH2:49][CH2:50][CH:51]=[C:52]([CH2:53][CH2:54][CH:55]=[C:56]([CH2:57][CH2:58][CH:59]=[C:60]([CH3:61])[CH3:62])[CH3:63])[CH3:64])[CH3:65])[CH3:66])[CH3:67])[CH3:68])[CH3:69])[CH3:70]. Starting materials: COc1ccc2c(n1)NC(=O)CN2C(=O)OCc1ccccc1, [H-], O=[N+]([O-])c1cccc(S(=O)(=O)OCC2CO2)c1, [Na+], CN(C)C=O. The product is COc1ccc2c(n1)N(CC1CO1)C(=O)CN2C(=O)OCc1ccccc1. Reaction SMILES: [CH3:1][O:2][c:3]1[cH:4][cH:5][c:6]2[c:7]([n:23]1)[NH:8][C:9](=[O:22])[CH2:10][N:11]2[C:12](=[O:13])[O:14][CH2:15][c:16]1[cH:17][cH:18][cH:19][cH:20][cH:21]1.[H-:24].[N+:26]([c:27]1[cH:28][c:29]([S:30]([O:31][CH2:39][CH:40]2[O:41][CH2:42]2)(=[O:32])=[O:33])[cH:34][cH:35][cH:36]1)([O-:37])=[O:38].[Na+:25].[O:43]=[CH:44][N:45]([CH3:46])[CH3:47]>>[CH3:1][O:2][c:3]1[cH:4][cH:5][c:6]2[c:7]([n:23]1)[N:8]([CH2:39][CH:40]1[O:41][CH2:42]1)[C:9](=[O:22])[CH2:10][N:11]2[C:12](=[O:13])[O:14][CH2:15][c:16]1[cH:17][cH:18][cH:19][cH:20][cH:21]1.